This data is from the Open Reaction Database (ORD), a public repository of structured organic reaction records. The task is: describe an organic reaction: reactants, conditions, products, and yield The reactants are OO (hydrogen peroxide), C(C)(C)(C)OC(=O)N1CCC(CC1)C1=NOC2=C1C=CC(=C2)F (4-(6-fluoro-benzo[d]isoxazol-3-yl)-piperidine-1-carboxylic acid tert-butyl ester), COB(OC)OC (trimethylborate), C(C)(C)[N-]C(C)C.[Li+] (lithium diisopropylamide). Run in C(C)(=O)O (acetic acid), O1CCCC1 (tetrahydrofuran). Conditions: temperature -78 celsius, time 1 hour. Yields the product C(C)(C)(C)OC(=O)N1CCC(CC1)C1=NOC2=C1C=CC(=C2O)F (4-(6-Fluoro-7-hydroxy-benzo[d]isoxazol-3-yl)-piperidine-1-carboxylic acid tert-butyl ester). The yield is 58.8%. RXN SMILES: [C:1]([O:5][C:6]([N:8]1[CH2:13][CH2:12][CH:11]([C:14]2[C:18]3[CH:19]=[CH:20][C:21]([F:23])=[CH:22][C:17]=3[O:16][N:15]=2)[CH2:10][CH2:9]1)=[O:7])([CH3:4])([CH3:3])[CH3:2].C([N-]C(C)C)(C)C.[Li+].C[O:33]B(OC)OC.OO>O1CCCC1.C(O)(=O)C>[C:1]([O:5][C:6]([N:8]1[CH2:13][CH2:12][CH:11]([C:14]2[C:18]3[CH:19]=[CH:20][C:21]([F:23])=[C:22]([OH:33])[C:17]=3[O:16][N:15]=2)[CH2:10][CH2:9]1)=[O:7])([CH3:4])([CH3:2])[CH3:3] |f:1.2|. Procedure: To a stirred solution of 4-(6-fluoro-benzo[d]isoxazol-3-yl)-piperidine-1-carboxylic acid tert-butyl ester (1.00 g, 3.13 mmol) in dry tetrahydrofuran (31.3 mL) cooled to −78° C. was added lithium diisopropylamide (1.72 mL, 3.35 mmoles). The resulting solution was stirred at −78° C. for 2 hours when trimethylborate (0.44 mL, 3.84 mmoles) was added. The resulting solution was stirred at −78° C. for 1 hour then was allowed to warm to room temperature over 3 hours when hydrogen peroxide (2.00 mL) and...